This data is from the Open Reaction Database (ORD), a public repository of structured organic reaction records. The task is: describe an organic reaction: reactants, conditions, products, and yield The reactants are [Na] (sodium), CC(=CCO)CCC=C(C)C (3,7-dimethyl-2,6-octadien-1-ol), metal, [Na] (sodium), ClC1=NC=C(C(N1)=O)F (2-chloro-5-fluoropyrimidin-4-one). Solvent: C1(=CC=CC=C1)C (toluene). Product: CC(=CCOC1=NC=C(C(N1)=O)F)CCC=C(C)C (2-(3,7-dimethyl-2,6-octadien-1-oxy)-5-fluoropyrimidin-4-one). The yield is 61.0%. Reaction SMILES: [CH3:1][C:2]([CH2:6][CH2:7][CH:8]=[C:9]([CH3:11])[CH3:10])=[CH:3][CH2:4][OH:5].[Na].Cl[C:14]1[NH:19][C:18](=[O:20])[C:17]([F:21])=[CH:16][N:15]=1>C1(C)C=CC=CC=1>[CH3:1][C:2]([CH2:6][CH2:7][CH:8]=[C:9]([CH3:11])[CH3:10])=[CH:3][CH2:4][O:5][C:14]1[NH:19][C:18](=[O:20])[C:17]([F:21])=[CH:16][N:15]=1 |^1:11|. Reported procedure: 23.1 g of 3,7-dimethyl-2,6-octadien-1-ol and 3.4 g of metal sodium are added to 200 ml of absolute toluene, and the mixture is stirred at 40° to 50° C until the metal sodium has been completely dissolved. Subsequently 7.4 g of 2-chloro-5-fluoropyrimidin-4-one is added to the solution, and the mixture is refluxed for 8 hours. The solvent is distilled off from the resulting reaction mixture, 30 ml of water is added to the residue and the pH of the mixture is adjusted to 4-5 with dilute hydrochlori... Starting materials: CI, CCO, Sc1nccn1N=Cc1ccccc1, [Na]. Product: CSc1nccn1N=Cc1ccccc1. As a reaction SMILES: [CH3:16][I:17].[CH3:18][CH2:19][OH:20].[CH:1]([c:2]1[cH:3][cH:4][cH:5][cH:6][cH:7]1)=[N:8][n:9]1[c:10]([SH:14])[n:11][cH:12][cH:13]1.[Na:15]>>[CH:1]([c:2]1[cH:3][cH:4][cH:5][cH:6][cH:7]1)=[N:8][n:9]1[c:10]([S:14][CH3:16])[n:11][cH:12][cH:13]1. The reactants are BrC1=C(N=C(N1C)C)C#N (5-Bromo-1,2-dimethyl-1H-imidazole-4-carbonitrile), C1(=CC=CC=C1)P(C1=CC=CC=C1)C1=CC=CC=C1 (triphenylphosphine), Cl.NC1=C(C=NC=C1)B(O)O (4-aminopyridin-3-ylboronic acid hydrochloride salt), C([O-])([O-])=O.[Na+].[Na+] (sodium carbonate). The reagents and catalysts are C(C)(=O)[O-].[Pd+2].C(C)(=O)[O-] (palladium (II) acetate). Run in C(CC)O (n-propanol), O (water). Run at temperature 100 celsius. Product: CN1C(=NC=2C(=NC=3C=CN=CC3C21)N)C (1,2-dimethyl-1H-imidazo[4,5-c][1,6]naphthyridin-4-amine). Yield: 40.6%. Reaction SMILES: Br[C:2]1[N:6]([CH3:7])[C:5]([CH3:8])=[N:4][C:3]=1[C:9]#[N:10].C1(P(C2C=CC=CC=2)C2C=CC=CC=2)C=CC=CC=1.Cl.[NH2:31][C:32]1[CH:37]=[CH:36][N:35]=[CH:34][C:33]=1B(O)O.C(=O)([O-])[O-].[Na+].[Na+]>C([O-])(=O)C.[Pd+2].C([O-])(=O)C.C(O)CC.O>[CH3:7][N:6]1[C:2]2[C:37]3[CH:36]=[N:35][CH:34]=[CH:33][C:32]=3[N:31]=[C:9]([NH2:10])[C:3]=2[N:4]=[C:5]1[CH3:8] |f:2.3,4.5.6,7.8.9|. Procedure: 5-Bromo-1,2-dimethyl-1H-imidazole-4-carbonitrile (2.00 g, 10.0 mmol), palladium (II) acetate (112 mg, 0.499 mmol), triphenylphosphine (393 mg, 1.50 mmol), and water (3.5 mL) were added to a solution of 4-aminopyridin-3-ylboronic acid hydrochloride salt (3.5 g, 0.020 mol), aqueous sodium carbonate (17.5 mL of 2 M), and n-propanol (17.5 mL). The vessel was evacuated and filled with nitrogen three times. The reaction was sealed and heated under a nitrogen atmosphere at 100° C. for two hours and all...